Dataset: the Open Reaction Database (ORD), a public repository of structured organic reaction records. Task: describe an organic reaction: reactants, conditions, products, and yield Starting materials: CC1=NC=CC(=C1)C1=CC(=C(C=C1)SCCC(=O)N)C(F)(F)F (3-[4-(2-Methyl-pyridin-4-yl)-2-trifluoromethyl-phenylsulfanyl]-propionamide), CC(C)([O-])C.[Na+] (sodium tert-butoxide), C(#N)C1(CC1)NC(=O)[C@@H]1C[C@@H](CN1C(=O)C1(CC1)C)OS(=O)(=O)C1=CC=CC=C1 (benzenesulfonic acid (3S,5S)-5-(1-cyano-cyclopropylcarbamoyl)-1-(1-methyl-cyclo-propanecarbonyl)-pyrrolidin-3-yl ester). The solvent is O1CCCC1 (tetrahydrofuran), CN(C(C)=O)C (N,N-dimethylacetamide), CN(C(C)=O)C (N,N-dimethylacetamide), O (water). Run at time 2 hour. Yields the product C(#N)C1(CC1)NC(=O)[C@H]1N(C[C@@H](C1)SC1=C(C=C(C=C1)C1=CC(=NC=C1)C)C(F)(F)F)C(=O)C1(CC1)C ((2S,4R)-1-(1-Methyl-cyclopropanecarbonyl)-4-[4-(2-methyl-pyridin-4-yl)-2-trifluoromethyl-phenylsulfanyl]-pyrrolidine-2-carboxylic acid (1-cyano-cyclopropyl)-amide). Yield: 110.6%. As a reaction SMILES: [CH3:1][C:2]1[CH:7]=[C:6]([C:8]2[CH:13]=[CH:12][C:11]([S:14][CH2:15]CC(N)=O)=[C:10]([C:20]([F:23])([F:22])[F:21])[CH:9]=2)[CH:5]=[CH:4][N:3]=1.CC(C)([O-])C.[Na+].[C:30]([C:32]1([NH:35][C:36]([C@H:38]2[N:42]([C:43]([C:45]3([CH3:48])[CH2:47][CH2:46]3)=[O:44])[CH2:41][C@@H](OS(C3C=CC=CC=3)(=O)=O)[CH2:39]2)=[O:37])[CH2:34][CH2:33]1)#[N:31]>O1CCCC1.CN(C)C(=O)C.O>[C:30]([C:32]1([NH:35][C:36]([C@@H:38]2[CH2:39][C@@H:15]([S:14][C:11]3[CH:12]=[CH:13][C:8]([C:6]4[CH:5]=[CH:4][N:3]=[C:2]([CH3:1])[CH:7]=4)=[CH:9][C:10]=3[C:20]([F:22])([F:21])[F:23])[CH2:41][N:42]2[C:43]([C:45]2([CH3:48])[CH2:46][CH2:47]2)=[O:44])=[O:37])[CH2:33][CH2:34]1)#[N:31] |f:1.2|. Procedure details: 3-[4-(2-Methyl-pyridin-4-yl)-2-trifluoromethyl-phenylsulfanyl]-propionamide (15.0 g, 44.1 mmol) was dissolved in tetrahydrofuran (75 mL), before sodium tert-butoxide (4.15 g, 43.2 mmol) was added and the fine suspension was stirred for 2 h at room temperature. N,N-dimethylacetamide (37 mL) was added and the solution was stirred for further 2 h. A solution of benzenesulfonic acid (3S,5S)-5-(1-cyano-cyclopropylcarbamoyl)-1-(1-methyl-cyclo-propanecarbonyl)-pyrrolidin-3-yl ester (15.7 g, 37.7 mmol) ... Starting materials: BrC=1C=CC2=C(O[C@@H](CO2)CO)C1 ([(2R)-7-bromo-2,3-dihydro-1,4-benzodioxin-2-yl]methanol), CS(=O)[O-].[Na+] (sodium methanesulfinate), N1[C@H](C(=O)O)CCC1 (L-proline), C(=O)([O-])[O-].[K+].[K+] (K2CO3). The reagents and catalysts are [Cu]I (CuI). The solvent is CS(=O)C (DMSO). The product is CS(=O)(=O)C=1C=CC2=C(O[C@@H](CO2)CO)C1 ([(2R)-7-(METHYLSULFONYL)-2,3-DIHYDRO-1,4-BENZODIOXIN-2-YL]METHANOL). Yield: 78.2%. RXN SMILES: Br[C:2]1[CH:3]=[CH:4][C:5]2[O:10][CH2:9][C@@H:8]([CH2:11][OH:12])[O:7][C:6]=2[CH:13]=1.[CH3:14][S:15]([O-:17])=[O:16].[Na+].N1CCC[C@H]1C(O)=O.C([O-])([O-])=O.[K+].[K+]>CS(C)=O.[Cu]I>[CH3:14][S:15]([C:2]1[CH:3]=[CH:4][C:5]2[O:10][CH2:9][C@@H:8]([CH2:11][OH:12])[O:7][C:6]=2[CH:13]=1)(=[O:17])=[O:16] |f:1.2,4.5.6|. Reported procedure: Two batches of [(2R)-7-bromo-2,3-dihydro-1,4-benzodioxin-2-yl]methanol (2.2 g, 8.9 mmol), sodium methanesulfinate (85%) (1.6 g, 13.3 mmol), CuI (0.2 g, 0.9 mmol), L-proline (0.2 g, 1.8 mmol) and K2CO3 (0.2 g, 1.8 mmol) in DMSO (20 ml) were heated under microwave radiation at 140° C. for 3 h in nitrogen-flushed vials. Water and EtOAc were added. The water layer was extracted with EtOAc (3×100 ml) and the combined organic phases were washed with LiCl (5%), HCl (1 N) and brine. The resulting soluti... Reactants: CCc1nc2ccccc2n1-c1nc(N2CCOCC2)c2nc(C3CCN(C(=O)OC(C)(C)C)CC3)n(C)c2n1, CCOCC, CO, ClCCl, Cl, C1COCCO1. Reaction SMILES: [C:1]([O:2][C:3](=[O:4])[N:8]1[CH2:9][CH2:10][CH:11]([c:14]2[n:15]([CH3:40])[c:16]3[n:17][c:18](-[n:29]4[c:30]([CH2:38][CH3:39])[n:31][c:32]5[c:33]4[cH:34][cH:35][cH:36][cH:37]5)[n:19][c:20]([N:23]4[CH2:24][CH2:25][O:26][CH2:27][CH2:28]4)[c:21]3[n:22]2)[CH2:12][CH2:13]1)([CH3:5])([CH3:6])[CH3:7].[CH3:42][CH2:43][O:44][CH2:45][CH3:46].[CH3:50][OH:51].[Cl:47][CH2:48][Cl:49].[ClH:41].[O:52]1[CH2:53][CH2:54][O:55][CH2:56][CH2:57]1>>[ClH:41].[NH:8]1[CH2:9][CH2:10][CH:11]([c:14]2[n:15]([CH3:40])[c:16]3[n:17][c:18](-[n:29]4[c:30]([CH2:38][CH3:39])[n:31][c:32]5[c:33]4[cH:34][cH:35][cH:36][cH:37]5)[n:19][c:20]([N:23]4[CH2:24][CH2:25][O:26][CH2:27][CH2:28]4)[c:21]3[n:22]2)[CH2:12][CH2:13]1. Product: Cl, CCc1nc2ccccc2n1-c1nc(N2CCOCC2)c2nc(C3CCNCC3)n(C)c2n1. The reactants are ClC1=C(C(=O)O)C(=C(C=C1[N+](=O)[O-])[N+](=O)[O-])NC1=CC=C(C=C1)OCC1=CC=C(C=C1)OC (2-chloro-6-[[4-[(4-methoxyphenyl)methoxy]phenyl]amino]-3,5-dinitrobenzoic acid), P(=O)(Cl)(Cl)Cl (phosphorus oxychloride), CN(C1=CC=CC=C1)C (N,N-dimethylaniline). Solvent: 1,2-dichloromthane. Product: ClC1=C(C=C(C=2NC3=CC=C(C=C3C(C12)=O)O)[N+](=O)[O-])[N+](=O)[O-] (1-Chloro-7-hydroxy-2,4-dinitro-9(10H)-acridinone). Reaction SMILES: [Cl:1][C:2]1[C:10]([N+:11]([O-:13])=[O:12])=[CH:9][C:8]([N+:14]([O-:16])=[O:15])=[C:7]([NH:17][C:18]2[CH:23]=[CH:22][C:21]([O:24]CC3C=CC(OC)=CC=3)=[CH:20][CH:19]=2)[C:3]=1[C:4](O)=[O:5].P(Cl)(Cl)(Cl)=O.CN(C)C1C=CC=CC=1>>[Cl:1][C:2]1[C:3]2[C:4](=[O:5])[C:23]3[C:18](=[CH:19][CH:20]=[C:21]([OH:24])[CH:22]=3)[NH:17][C:7]=2[C:8]([N+:14]([O-:16])=[O:15])=[CH:9][C:10]=1[N+:11]([O-:13])=[O:12]. Procedure details: A mixture of 5.0 g of 2-chloro-6-[[4-[(4-methoxyphenyl)methoxy]phenyl]amino]-3,5-dinitrobenzoic acid, 10 ml of phosphorus oxychloride, 0.2 ml of N,N-dimethylaniline and 50 ml of 1,2-dichloromthane was heated at reflux for 15 minutes and the reaction mixture was filtered hot. The filter cake was washed with 1,2-dichloroethane to provide the title compound, mp 278°-281° C. The reactants are C[S-].[Na+] (Sodium thiomethoxide), FC=1C=C2C(C(NC2=CC1F)=O)=O (5,6-difluoroindole-2,3-dione). Run in CN(C=O)C (dimethylformamide). Reaction conditions: time 1 hour. The product is FC=1C=C2C(C(NC2=CC1SC)=O)=O (5-Fluoro-6-methylthioindole-2,3-dione). The yield is 34.9%. As a reaction SMILES: [CH3:1][S-:2].[Na+].[F:4][C:5]1[CH:6]=[C:7]2[C:11](=[CH:12][C:13]=1F)[NH:10][C:9](=[O:15])[C:8]2=[O:16]>CN(C)C=O>[F:4][C:5]1[CH:6]=[C:7]2[C:11](=[CH:12][C:13]=1[S:2][CH3:1])[NH:10][C:9](=[O:15])[C:8]2=[O:16] |f:0.1|. Reported procedure: Sodium thiomethoxide (5.93 g, 84.6 mmol) was added to a solution of 5,6-difluoroindole-2,3-dione (7.75 g, 42.3 mmol) in dimethylformamide (400 mL). The reaction was stirred at room temperature for 1 h, then poured onto ice (2 L). The resulting solid was collected by filtration, washed with water and dried at 40° C. under vacuum to give a brown solid (3.12 g, 35%): mp 296° C.; C9H6F1NO2S requires: C, 51.18; H, 2.86; N, 6.63; S, 15.18%. Found C, 50.95; H, 2.85; N, 6.58; S, 15.35%; IR νmax (Nujol)/... Starting materials: NC(=O)c1cc(Oc2cc(F)c(NC(=O)C3(C(=O)O)CC3)cc2F)ccn1, Nc1ccc(F)cc1, C1CCOC1. The product is NC(=O)c1cc(Oc2cc(F)c(NC(=O)C3(C(=O)Nc4ccc(F)cc4)CC3)cc2F)ccn1. RXN SMILES: [C:1]([NH2:2])(=[O:3])[c:4]1[n:5][cH:6][cH:7][c:8]([O:10][c:11]2[cH:12][c:13]([F:27])[c:14]([NH:18][C:19](=[O:20])[C:21]3([C:24](=[O:25])[OH:26])[CH2:22][CH2:23]3)[cH:15][c:16]2[F:17])[cH:9]1.[NH2:28][c:29]1[cH:30][cH:31][c:32]([F:33])[cH:34][cH:35]1.[O:36]1[CH2:37][CH2:38][CH2:39][CH2:40]1>>[C:1]([NH2:2])(=[O:3])[c:4]1[n:5][cH:6][cH:7][c:8]([O:10][c:11]2[cH:12][c:13]([F:27])[c:14]([NH:18][C:19](=[O:20])[C:21]3([C:24](=[O:26])[NH:28][c:29]4[cH:30][cH:31][c:32]([F:33])[cH:34][cH:35]4)[CH2:22][CH2:23]3)[cH:15][c:16]2[F:17])[cH:9]1. Starting materials: C1(CCCCC1)[Mg]Cl (cyclohexylmagnesium chloride), C(C)C1=C(C(=CC=C1)CC)C1=CC(=C(C=N1)C=O)OCC (6-(2,6-diethyl-phenyl)-4-ethoxy-pyridine-3-carbaldehyde), [Cl-].[NH4+] (ammonium chloride). Solvent: CCOCC (ether). Reaction conditions: time 30 minute. Product: C1(CCCCC1)C(O)C=1C=NC(=CC1OCC)C1=C(C=CC=C1CC)CC (cyclohexyl-[6-(2,6-diethyl-phenyl)-4-ethoxy-pyridin-3-yl]-methanol). Reaction SMILES: [CH:1]1([Mg]Cl)[CH2:6][CH2:5][CH2:4][CH2:3][CH2:2]1.[CH2:9]([C:11]1[CH:16]=[CH:15][CH:14]=[C:13]([CH2:17][CH3:18])[C:12]=1[C:19]1[N:24]=[CH:23][C:22]([CH:25]=[O:26])=[C:21]([O:27][CH2:28][CH3:29])[CH:20]=1)[CH3:10].[Cl-].[NH4+]>CCOCC>[CH:1]1([CH:25]([C:22]2[CH:23]=[N:24][C:19]([C:12]3[C:13]([CH2:17][CH3:18])=[CH:14][CH:15]=[CH:16][C:11]=3[CH2:9][CH3:10])=[CH:20][C:21]=2[O:27][CH2:28][CH3:29])[OH:26])[CH2:6][CH2:5][CH2:4][CH2:3][CH2:2]1 |f:2.3|. Reported procedure: A cyclohexylmagnesium chloride solution (2 M in THF, 1 mL) is slowly added to a solution of 6-(2,6-diethyl-phenyl)-4-ethoxy-pyridine-3-carbaldehyde (prepared as described D above) (142 mg, 0.5 mmol) in ether (2 mL) at 0° C., and the resulting mixture is stirred at room temperature for 30 minutes. Saturated ammonium chloride solution (1 mL) is added to quench the reaction. The organic layer is separated and dried over anhydrous Na2SO4. The solvents are removed in vacuo and the crude is purified w...